Dataset: the Open Reaction Database (ORD), a public repository of structured organic reaction records. Task: describe an organic reaction: reactants, conditions, products, and yield Starting materials: [BH4-], CC(=O)Nc1ccc(C=O)c(C)c1, CO, [Na+]. Product: CC(=O)Nc1ccc(CO)c(C)c1. Reaction SMILES: [BH4-:1].[C:3]([CH3:4])(=[O:5])[NH:6][c:7]1[cH:8][c:9]([CH3:15])[c:10]([CH:11]=[O:12])[cH:13][cH:14]1.[CH3:16][OH:17].[Na+:2]>>[C:3]([CH3:4])(=[O:5])[NH:6][c:7]1[cH:8][c:9]([CH3:15])[c:10]([CH2:11][OH:12])[cH:13][cH:14]1.